This data is from the Open Reaction Database (ORD), a public repository of structured organic reaction records. The task is: describe an organic reaction: reactants, conditions, products, and yield Reactants: ClC1=NN2C(C(=CC=C2)NCC2=C(C=CC=C2)S(=O)(=O)C)=N1 ((2-chloro-[1,2,4]triazolo[1,5-a]pyridin-8-yl)-(2-methanesulfonyl-benzyl)-amine), CN1CCN(CC1)C=1C=C(N)C=CC1 (3-(4-methylpiperazin-1-yl)aniline), C1(CCCCC1)P(C1=C(C=CC=C1)C1=C(C=CC=C1)P(C1CCCCC1)C1CCCCC1)C1CCCCC1 (2,2′-bis-dicyclohexylphosphanyl-biphenyl). The product is CS(=O)(=O)C1=C(CNC=2C=3N(C=CC2)N=C(N3)NC3=CC(=CC=C3)N3CCN(CC3)C)C=CC=C1 (N(8)-(2-Methanesulfonyl-benzyl)-N(2)-[3-(4-methyl-piperazin-1-yl)-phenyl]-[1,2,4]triazolo[1,5-a]pyridine-2,8-diamine), foam. The yield is 21.0%. As a reaction SMILES: Cl[C:2]1[N:22]=[C:5]2[C:6]([NH:10][CH2:11][C:12]3[CH:17]=[CH:16][CH:15]=[CH:14][C:13]=3[S:18]([CH3:21])(=[O:20])=[O:19])=[CH:7][CH:8]=[CH:9][N:4]2[N:3]=1.[CH3:23][N:24]1[CH2:29][CH2:28][N:27]([C:30]2[CH:31]=[C:32]([CH:34]=[CH:35][CH:36]=2)[NH2:33])[CH2:26][CH2:25]1.C1(P(C2CCCCC2)C2C=CC=CC=2C2C=CC=CC=2P(C2CCCCC2)C2CCCCC2)CCCCC1>>[CH3:21][S:18]([C:13]1[CH:14]=[CH:15][CH:16]=[CH:17][C:12]=1[CH2:11][NH:10][C:6]1[C:5]2[N:4]([N:3]=[C:2]([NH:33][C:32]3[CH:34]=[CH:35][CH:36]=[C:30]([N:27]4[CH2:26][CH2:25][N:24]([CH3:23])[CH2:29][CH2:28]4)[CH:31]=3)[N:22]=2)[CH:9]=[CH:8][CH:7]=1)(=[O:20])=[O:19]. Reported procedure: N(8)-(2-Methanesulfonyl-benzyl)-N(2)-[3-(4-methyl-piperazin-1-yl)-phenyl]-[1,2,4]triazolo[1,5-a]pyridine-2,8-diamine was prepared from (2-chloro-[1,2,4]triazolo[1,5-a]pyridin-8-yl)-(2-methanesulfonyl-benzyl)-amine (75.0 mg, 0.223 mmol) and 3-(4-methylpiperazin-1-yl)aniline (47.0 mg, 0.246 mmol) with 2,2′-bis-dicyclohexylphosphanyl-biphenyl (25.0 mg, 0.0457 mmol) as the ligand in a manner analogous to Example 2d. Product isolated as a tan foam (0.023 g, 21%). 1H NMR (400 MHz, CDCl3, δ, ppm): 8.11... The reactants are C(C1=CC=CC=C1)O[C@H](C)[C@H]1COCC=2N1C1=C(C(=NC3=CC=CC=C13)N)N2 ((11R)-11-[(1R)-1-(Benzyloxy)ethyl]-10,11-dihydro-8H-[1,4]oxazino[4′,3′:1,2]imidazo[4,5-c]quinolin-6-amine), Cl (HCl). Reagents/catalysts: [Pd] (Palladium on carbon). The solvent is CO (methanol), C(C)O (ethanol). Reaction conditions: time 24 hour. Product: NC1=NC2=CC=CC=C2C2=C1N=C1N2[C@H](COC1)[C@@H](C)O ((1R)-1-[(11R)-6-Amino-10,11-dihydro-8H-[1,4]oxazino[4′,3′:1,2]imidazo[4,5-c]quinolin-11-yl]ethanol). Isolated yield 90.6%. As a reaction SMILES: C([O:8][C@@H:9]([C@@H:11]1[N:16]2[C:17]3[C:26]4[C:21](=[CH:22][CH:23]=[CH:24][CH:25]=4)[N:20]=[C:19]([NH2:27])[C:18]=3[N:28]=[C:15]2[CH2:14][O:13][CH2:12]1)[CH3:10])C1C=CC=CC=1.Cl>CO.[Pd].C(O)C>[NH2:27][C:19]1[C:18]2[N:28]=[C:15]3[CH2:14][O:13][CH2:12][C@H:11]([C@H:9]([OH:8])[CH3:10])[N:16]3[C:17]=2[C:26]2[C:21](=[CH:22][CH:23]=[CH:24][CH:25]=2)[N:20]=1. Procedure: (11R)-11-[(1R)-1-(Benzyloxy)ethyl]-10,11-dihydro-8H-[1,4]oxazino[4′,3′:1,2]imidazo[4,5-c]quinolin-6-amine (512 mg, 1.37 mmol) was dissolved in 30 mL of methanol and the solution was placed in a pressure bottle. Palladium on carbon (10%, 200 mg) and 2.5 mL of 3 M HCl in ethanol were then added and the reaction mixture was shaken under H2 at 50 PSI (3.4×105 Pa). After 24 hours, the reaction mixture was filtered through a pad of CELITE filter agent. The pad was rinsed with methanol and the combined...